Dataset: the Open Reaction Database (ORD), a public repository of structured organic reaction records. Task: describe an organic reaction: reactants, conditions, products, and yield The reactants are resultant solution, [OH-].[K+] (potassium hydroxide), C(CCCCC)OC(CC=1SC(=CC1)C=CC(CCCCC)=O)=O (2-[5-(3-oxooct-1-enyl)thien-2-yl]acetic acid hexyl ester). Solvent: C(C)O (ethanol), C(C)O (ethanol), O (water). Yields the product O=C(C=CC1=CC=C(S1)CC(=O)O)CCCCC (2-[5-(3-oxooct-1-enyl)thien-2-yl]acetic acid). Isolated yield 45.0%. Reaction SMILES: C([O:7][C:8](=[O:24])[CH2:9][C:10]1[S:11][C:12]([CH:15]=[CH:16][C:17](=[O:23])[CH2:18][CH2:19][CH2:20][CH2:21][CH3:22])=[CH:13][CH:14]=1)CCCCC.[OH-].[K+]>C(O)C.O>[O:23]=[C:17]([CH2:18][CH2:19][CH2:20][CH2:21][CH3:22])[CH:16]=[CH:15][C:12]1[S:11][C:10]([CH2:9][C:8]([OH:24])=[O:7])=[CH:14][CH:13]=1 |f:1.2|. Procedure details: 3.5 G of 2-[5-(3-oxooct-1-enyl)thien-2-yl]acetic acid hexyl ester was dissolved in 20 ml of ethanol; then, a solution of 0.6 g of potassium hydroxide in 10 ml ethanol was added portionwise over aperiod of 4 hours. The resultant solution was stirred for an additional 4 hours, then was diluted with water. The water solution was extracted several times with ether, and the ether phases were discarded. The water solution was adjusted to pH 5.5 to 6 with dilute hydrochloric acid and extracted with eth... The reactants are O (water), OC1C(NC(C12CCN(CC2)C(=O)OC(C)(C)C)=O)C (tert-butyl 4-hydroxy-3-methyl-1-oxo-2,8-diazaspiro[4.5]decane-8-carboxylate), BrC1=CC(OC1)=O (4-bromofuran-2(5H)-one), CC1(C2=C(C(=CC=C2)P(C3=CC=CC=C3)C4=CC=CC=C4)OC5=C(C=CC=C51)P(C6=CC=CC=C6)C7=CC=CC=C7)C (Xantphos), C(=O)([O-])[O-].[K+].[K+] (K2CO3), N#N (N2). Reagents/catalysts: CC(=O)[O-].CC(=O)[O-].[Pd+2] (Pd(OAc)2). The solvent is O1CCOCC1 (dioxane). Reaction conditions: temperature 90 celsius. The product is OC1C(N(C(C12CCN(CC2)C(=O)OC(C)(C)C)=O)C=2COC(C2)=O)C (tert-Butyl 4-hydroxy-3-methyl-1-oxo-2-(5-oxo-2,5-dihydrofuran-3-yl)-2,8-diazaspiro[4.5]decane-8-carboxylate). As a reaction SMILES: [OH:1][CH:2]1[C:6]2([CH2:11][CH2:10][N:9]([C:12]([O:14][C:15]([CH3:18])([CH3:17])[CH3:16])=[O:13])[CH2:8][CH2:7]2)[C:5](=[O:19])[NH:4][CH:3]1[CH3:20].Br[C:22]1[CH2:26][O:25][C:24](=[O:27])[CH:23]=1.CC1(C)C2C(=C(P(C3C=CC=CC=3)C3C=CC=CC=3)C=CC=2)OC2C(P(C3C=CC=CC=3)C3C=CC=CC=3)=CC=CC1=2.C([O-])([O-])=O.[K+].[K+].N#N.O>CC([O-])=O.CC([O-])=O.[Pd+2].O1CCOCC1>[OH:1][CH:2]1[C:6]2([CH2:7][CH2:8][N:9]([C:12]([O:14][C:15]([CH3:16])([CH3:18])[CH3:17])=[O:13])[CH2:10][CH2:11]2)[C:5](=[O:19])[N:4]([C:22]2[CH2:26][O:25][C:24](=[O:27])[CH:23]=2)[CH:3]1[CH3:20] |f:3.4.5,8.9.10|. Reported procedure: To a round bottom flask was charged tert-butyl 4-hydroxy-3-methyl-1-oxo-2,8-diazaspiro[4.5]decane-8-carboxylate (1000 mg, 3.52 mmol), 4-bromofuran-2(5H)-one (860 mg, 5.28 mmol), Pd(OAc)2 (79 mg, 0.352 mmol), Xantphos (305 mg, 0.528 mmol), and K2CO3 (972 mg, 7.03 mmol). The flask was sealed, vacuumed and back filled with N2 and filled with dioxane (14 mL) and water (190 μL, 10.6 mmol). The reaction mixture was heated at 90° C. overnight, and filtered through CELITE®. The filtrate was evaporated t...